Dataset: the Open Reaction Database (ORD), a public repository of structured organic reaction records. Task: describe an organic reaction: reactants, conditions, products, and yield The reactants are NC1=C(C#N)C=C(C=C1)I (2-amino-5-iodobenzonitrile), powder, [Cl-].FC1=CC=C(C[Zn+])C=C1 (4-fluorobenzylzinc chloride), NC1=C(C#N)C=C(C=C1)CC1=CC=CC=C1 (2-amino-5-benzylbenzonitrile). Yields the product NC1=C(C#N)C=C(C=C1)CC1=CC=C(C=C1)F (2-Amino-5-(4′-fluorobenzyl)benzonitrile). As a reaction SMILES: [NH2:1][C:2]1[CH:9]=[CH:8][C:7](I)=[CH:6][C:3]=1[C:4]#[N:5].[Cl-].[F:12][C:13]1[CH:20]=[CH:19][C:16]([CH2:17][Zn+])=[CH:15][CH:14]=1.NC1C=CC(CC2C=CC=CC=2)=CC=1C#N>>[NH2:1][C:2]1[CH:9]=[CH:8][C:7]([CH2:17][C:16]2[CH:19]=[CH:20][C:13]([F:12])=[CH:14][CH:15]=2)=[CH:6][C:3]=1[C:4]#[N:5] |f:1.2|. Reported procedure: From 9 (488 mg, 2 mmol) and 4-fluorobenzylzinc chloride (0.5 M in THF, 10 mL, 5 mmol) by the same method as 10a; pale-yellow powder (275 mg, 51%): mp 105-107° C.; 1H NMR (CDCl3) δ 3.82 (s, 2H, CH2), 4.32 (br, 2H, NH2), 6.68 (d, J=8.8 Hz, 1H, H-3), 6.96-7.00 (m, 2H, 3′- and 5′-H), 7.08-7.14 (m, 3H, H-4, H-2′, and H-6′), 7.17 (s, 1H, H-6). The reactants are FC(SCl)(Cl)Cl (fluorodichloromethane-sulphenyl chloride), C(C)O (ethanol), FC(SCl)(Cl)Cl (fluorodichloromethanesulphenyl chloride), C(C)(=O)C1=CC=CC=C1 (acetophenone), C(Cl)(Cl)Cl (chloroform). The product is C1(=CC=CC=C1)C(=O)C(S)(C(Cl)Cl)F (fluorodichloromethyl-mercaptomethyl phenyl ketone). RXN SMILES: [C:1]([C:4]1[CH:9]=[CH:8][CH:7]=[CH:6][CH:5]=1)(=[O:3])C.C(O)C.[F:13][C:14](Cl)(Cl)[S:15]Cl.[CH:19]([Cl:22])(Cl)[Cl:20]>>[C:4]1([C:1]([C:14]([F:13])([CH:19]([Cl:22])[Cl:20])[SH:15])=[O:3])[CH:9]=[CH:8][CH:7]=[CH:6][CH:5]=1. Procedure: 240 g (2 moles) of acetophenone were dissolved in 300 ml of chloroform and, after addition of 3 ml of ethanol and 109 g (0.64 mole) of fluorodichloromethanesulphenyl chloride, the mixture was heated to the reflux temperature. A further 400 g (2.36 moles) of fluorodichloromethane-sulphenyl chloride were added dropwise in the course of 30 minutes and the mixture was then heated under reflux for 5 hours. For subsequent working up, the reaction mixture was subjected to fractional distillation under ... Starting materials: C(C)(=O)O[C@H]1[C@@H](O[C@@H]([C@H]1OC(C)=O)COC(C)=O)N1C=NC=2C(N)=NC=NC12 (Adenosine 2',3',5'-triacetate), C1(=CC=CC=C1)SC1(C(NC(C1)OCC)=O)SC1=CC=CC=C1 (3,3-diphenylthio-5-ethoxy-2-pyrrolidinone). The solvent is C1(=CC=CC=C1)C (toluene). Product: C(C)(=O)O[C@H]1[C@@H](O[C@@H]([C@H]1OC(C)=O)COC(C)=O)N1C=NC=2C(NC3NC(CC3(SC3=CC=CC=C3)SC3=CC=CC=C3)=O)=NC=NC12 (N6 -(3,3-diphenylthio-5-oxo-2-pyrrolidinyl)adenosine 2',3',5'-triacetate). The yield is 55.7%. As a reaction SMILES: [C:1]([O:4][C@@H:5]1[C@H:9]([O:10][C:11](=[O:13])[CH3:12])[C@@H:8]([CH2:14][O:15][C:16](=[O:18])[CH3:17])[O:7][C@H:6]1[N:19]1[C:28]2[N:27]=[CH:26][N:25]=[C:23]([NH2:24])[C:22]=2[N:21]=[CH:20]1)(=[O:3])[CH3:2].[C:29]1([S:35][C:36]2([S:45][C:46]3[CH:51]=[CH:50][CH:49]=[CH:48][CH:47]=3)[CH2:40][CH:39]([O:41]CC)[NH:38][C:37]2=O)[CH:34]=[CH:33][CH:32]=[CH:31][CH:30]=1>C1(C)C=CC=CC=1>[C:1]([O:4][C@@H:5]1[C@H:9]([O:10][C:11](=[O:13])[CH3:12])[C@@H:8]([CH2:14][O:15][C:16](=[O:18])[CH3:17])[O:7][C@H:6]1[N:19]1[C:28]2[N:27]=[CH:26][N:25]=[C:23]([NH:24][CH:37]3[C:36]([S:35][C:29]4[CH:30]=[CH:31][CH:32]=[CH:33][CH:34]=4)([S:45][C:46]4[CH:47]=[CH:48][CH:49]=[CH:50][CH:51]=4)[CH2:40][C:39](=[O:41])[NH:38]3)[C:22]=2[N:21]=[CH:20]1)(=[O:3])[CH3:2]. Procedure details: Adenosine 2',3',5'-triacetate (110 mg) and 3,3-diphenylthio-5-ethoxy-2-pyrrolidinone (155 mg) were heated in toluene (10 ml) under reflux for 5 hours, at the end of which the reaction solvent was distilled off under reduced pressure. The residue was subjected to silica gel column chromatography using chloroform-acetone (5:1) as the eluent. The active fractions were pooled and concentrated under reduced pressure to give crystals which were recrystallized from ethanol. By the above procedure was o... Starting materials: CC1(C)OCC(C)(c2cccc(N=C(c3ccccc3)c3ccccc3)c2)NC1=S, Cl. Yields the product CC1(C)OCC(C)(c2cccc(N)c2)NC1=S. As a reaction SMILES: [C:1]([c:2]1[cH:3][cH:4][cH:5][cH:6][cH:7]1)([c:8]1[cH:9][cH:10][cH:11][cH:12][cH:13]1)=[N:14][c:15]1[cH:16][c:17]([C:21]2([CH3:30])[NH:22][C:23](=[S:29])[C:24]([CH3:27])([CH3:28])[O:25][CH2:26]2)[cH:18][cH:19][cH:20]1.[ClH:31]>>[NH2:14][c:15]1[cH:16][c:17]([C:21]2([CH3:30])[NH:22][C:23](=[S:29])[C:24]([CH3:27])([CH3:28])[O:25][CH2:26]2)[cH:18][cH:19][cH:20]1. Solvent: C1CCOC1.CCO (THF EtOH). Yield: 59.0%. The product is N (NH3), CN(C)CC=1N=NN(C1)C1=CC=C(C=C1)N (4-(4-Dimethylaminomethyl-[1,2,3]triazol-1-yl)-phenylamine). Reaction SMILES: [N:1]1C=CC=CC=1C1N=NN(C2C=CC(NC3C4N(C=CN=4)C(C4C=CC(C(N)=O)=CC=4)=CN=3)=CC=2)C=1.[CH3:37][N:38]([CH3:54])[CH2:39][C:40]1[N:41]=[N:42][N:43]([C:45]2[CH:50]=[CH:49][C:48]([N+:51]([O-])=O)=[CH:47][CH:46]=2)[CH:44]=1.[Sn](Cl)Cl>C1COCC1.CCO>[NH3:1].[CH3:54][N:38]([CH2:39][C:40]1[N:41]=[N:42][N:43]([C:45]2[CH:46]=[CH:47][C:48]([NH2:51])=[CH:49][CH:50]=2)[CH:44]=1)[CH3:37] |f:3.4|. Starting materials: [Sn](Cl)Cl (tin(II) chloride), N1=C(C=CC=C1)C=1N=NN(C1)C1=CC=C(C=C1)NC=1C=2N(C(=CN1)C1=CC=C(C(=O)N)C=C1)C=CN2 (4-{8-[4-(4-Pyridin-2-yl-[1,2,3]triazol-1-yl)-phenylamino]-imidazo[1,2-a]pyrazin-5-yl}-benzamide), CN(CC=1N=NN(C1)C1=CC=C(C=C1)[N+](=O)[O-])C (dimethyl-[1-(4-nitro-phenyl)-1H-[1,2,3]triazol-4-ylmethyl]-amine). Procedure details: In the same way as described for Compound 154, step 2 using dimethyl-[1-(4-nitro-phenyl)-1H-[1,2,3]triazol-4-ylmethyl]-amine (0.178 g, 0.722 mmol), tin(II) chloride dehydrate (0.578 g, 2.54 mmol) in (1:1) THF/EtOH (4 mL). The residue is purified on Isolute FlashSilicaII cartridge eluting with 95:5 DCM:NH3 (7M in MeOH), to afford the desired compound as a yellow solid (93.2 mg, 59%). Reactants: solution, [H-].C(C(C)C)[Al+]CC(C)C (diisobutylaluminum hydride), C1(=CC=CC=C1)C (toluene), ClC1=C(OC2=C(C#N)C=CC=C2)C=CC(=C1)Cl (2-(2,4-dichlorophenoxy)benzonitrile), O (Water). The solvent is C1CCOC1 (THF). Run at time 16 hour. Yields the product ClC1=C(OC2=C(C=O)C=CC=C2)C=CC(=C1)Cl (2-(2,4-dichlorophenoxy)benzaldehyde). As a reaction SMILES: [H-].C([Al+]CC(C)C)C(C)C.C1(C)C=CC=CC=1.[Cl:18][C:19]1[CH:33]=[C:32]([Cl:34])[CH:31]=[CH:30][C:20]=1[O:21][C:22]1[CH:29]=[CH:28][CH:27]=[CH:26][C:23]=1[C:24]#N.[OH2:35]>C1COCC1>[Cl:18][C:19]1[CH:33]=[C:32]([Cl:34])[CH:31]=[CH:30][C:20]=1[O:21][C:22]1[CH:29]=[CH:28][CH:27]=[CH:26][C:23]=1[CH:24]=[O:35] |f:0.1|. Reported procedure: At 0° C., a 1.2 M solution of diisobutylaluminum hydride in toluene (12.3 ml, 14.8 mmol) was added dropwise to a solution of 2-(2,4-dichlorophenoxy)benzonitrile (3.0 g, 11.3 mmol) in THF (30 ml). The reaction mixture was warmed to room temperature and stirred for 16 hours. It was cooled to 0° C. Water (10 ml) was added dropwise. It was warmed to room temperature. The solid was removed by filtration through a plug of celite. The solvent was removed from the filtrate in vacuo. The crude product wa...